Dataset: the Open Reaction Database (ORD), a public repository of structured organic reaction records. Task: describe an organic reaction: reactants, conditions, products, and yield Reactants: C=CCC(C1CCCC1)n1cc(-c2ncnc3c2ccn3COCC[Si](C)(C)C)cn1, ClCCl, O=C(O)C(F)(F)F. Product: C=CCC(C1CCCC1)n1cc(-c2ncnc3[nH]ccc23)cn1, O=C(O)C(F)(F)F. As a reaction SMILES: [CH:1]1([CH:6]([CH2:7][CH:8]=[CH2:9])[n:10]2[n:11][cH:12][c:13](-[c:15]3[c:16]4[c:17]([n:18][cH:19][n:20]3)[n:21]([CH2:24][O:25][CH2:26][CH2:27][Si:28]([CH3:29])([CH3:30])[CH3:31])[cH:22][cH:23]4)[cH:14]2)[CH2:2][CH2:3][CH2:4][CH2:5]1.[Cl:39][CH2:40][Cl:41].[F:32][C:33]([C:34](=[O:35])[OH:36])([F:37])[F:38]>>[CH:1]1([CH:6]([CH2:7][CH:8]=[CH2:9])[n:10]2[n:11][cH:12][c:13](-[c:15]3[c:16]4[c:17]([n:18][cH:19][n:20]3)[nH:21][cH:22][cH:23]4)[cH:14]2)[CH2:2][CH2:3][CH2:4][CH2:5]1.[F:32][C:33]([C:34](=[O:35])[OH:36])([F:37])[F:38]. The reactants are CCOC(=O)/N=N/C(=O)OCC (DEAD), O1CCOCC(C1)O (1,4-dioxepan-6-ol), O=C1N(C(C2=CC=CC=C12)=O)NC(OC(C)(C)C)=O (t-butyl (1,3-dioxoisoindolin-2-yl)carbamate), C1(=CC=CC=C1)P(C1=CC=CC=C1)C1=CC=CC=C1 (triphenylphosphine). The solvent is C1CCOC1 (THF). Reaction conditions: temperature 0 celsius, time 6 minute. Yields the product O1CCOCC(C1)N(C(OC(C)(C)C)=O)N1C(C2=CC=CC=C2C1=O)=O (t-butyl 1,4-dioxepan-6-yl(1,3-dioxoisoindolin-2-yl)carbamate). The yield is 92.1%. RXN SMILES: CCOC(/N=N/C(OCC)=O)=O.[O:13]1[CH2:19][CH:18](O)[CH2:17][O:16][CH2:15][CH2:14]1.[O:21]=[C:22]1[C:30]2[C:25](=[CH:26][CH:27]=[CH:28][CH:29]=2)[C:24](=[O:31])[N:23]1[NH:32][C:33](=[O:39])[O:34][C:35]([CH3:38])([CH3:37])[CH3:36].C1(P(C2C=CC=CC=2)C2C=CC=CC=2)C=CC=CC=1>C1COCC1>[O:16]1[CH2:17][CH:18]([N:32]([N:23]2[C:22](=[O:21])[C:30]3[C:25](=[CH:26][CH:27]=[CH:28][CH:29]=3)[C:24]2=[O:31])[C:33](=[O:39])[O:34][C:35]([CH3:38])([CH3:37])[CH3:36])[CH2:19][O:13][CH2:14][CH2:15]1. Procedure: DEAD (2.2 M in toluen, 1.55 mL) was added dropwise to a solution of 1,4-dioxepan-6-ol (265 mg), t-butyl (1,3-dioxoisoindolin-2-yl)carbamate (560 mg) obtained in preparation example 14-(1) and triphenylphosphine (840 mg) in THF (10 mL) under ice-cooling over 3 minutes. The reaction mixture was stirred at 0° C. for 6 minutes, and further stirred at room temperature overnight The reaction mixture was concentrated under reduced pressure. After toluene (2.5 mL) was added to the resulting residue, the... The reactants are [OH-].[Na+] (NaOH), [H-].[Al+3].[Li+].[H-].[H-].[H-] (lithium aluminum hydride), C(C1=CC=CC=C1)N1C(C(OCC1)(C(=O)OCC)C(=O)OCC)=O (diethyl 4-benzyl-3-oxomorpholine-2,2-dicarboxylate), O (water), O (water). Solvent: C1CCOC1 (THF). Reaction conditions: time 1 hour. The product is C(C1=CC=CC=C1)N1CC(OCC1)(CO)CO ((4-benzylmorpholine-2,2-diyl)dimethanol). Yield: 58.2%. RXN SMILES: [H-].[Al+3].[Li+].[H-].[H-].[H-].[CH2:7]([N:14]1[CH2:19][CH2:18][O:17][C:16]([C:25](OCC)=[O:26])([C:20](OCC)=[O:21])[C:15]1=O)[C:8]1[CH:13]=[CH:12][CH:11]=[CH:10][CH:9]=1.O.[OH-].[Na+]>C1COCC1>[CH2:7]([N:14]1[CH2:19][CH2:18][O:17][C:16]([CH2:20][OH:21])([CH2:25][OH:26])[CH2:15]1)[C:8]1[CH:9]=[CH:10][CH:11]=[CH:12][CH:13]=1 |f:0.1.2.3.4.5,8.9|. Procedure: To a stirring suspension of lithium aluminum hydride (8.49 g) in THF (500 ml) was added diethyl 4-benzyl-3-oxomorpholine-2,2-dicarboxylate (25 g) under ice-cooled bath, and the mixture was stirred for 1 hour at room temperature. Then the whole was warmed up to 65° C. (inner temperature), and the mixture was stirred for 2 hours. The whole was cooled with ice-cooled bath, and water (8.5 ml) was added dropwise to the mixture. The whole was stirred for 15 minutes. 4 N NaOH (8.5 ml) was added to the ... Starting materials: N1(CCCCC1)C1=CC=C(C=C1)C=1C=CC2=C(C=C(CCO2)C(=O)NC2=CC=C(C=C2)CN(C)C2CCOCC2)C1 (7-(4-piperidinophenyl)-N-(4-((N-tetrahydropyran-4-yl-N-methylamino)methyl)phenyl)-2,3-dihydro-1-benzoxepine-4-carboxamide), CI (methyl iodide). The solvent is CN(C=O)C (dimethylformamide). The product is [I-].C[N+](C1CCOCC1)(CC1=CC=C(C=C1)NC(=O)C=1CCOC2=C(C1)C=C(C=C2)C2=CC=C(C=C2)N2CCCCC2)C (dimethyl(N-(7-(4-piperidinophenyl)-2,3-dihydro-1-benzoxepin-4-carbonyl)-4-aminobenzyl)-4-tetrahydropyranylammonium iodide). As a reaction SMILES: [N:1]1([C:7]2[CH:12]=[CH:11][C:10]([C:13]3[CH:14]=[CH:15][C:16]4[O:22][CH2:21][CH2:20][C:19]([C:23]([NH:25][C:26]5[CH:31]=[CH:30][C:29]([CH2:32][N:33]([CH:35]6[CH2:40][CH2:39][O:38][CH2:37][CH2:36]6)[CH3:34])=[CH:28][CH:27]=5)=[O:24])=[CH:18][C:17]=4[CH:41]=3)=[CH:9][CH:8]=2)[CH2:6][CH2:5][CH2:4][CH2:3][CH2:2]1.[CH3:42][I:43]>CN(C)C=O>[I-:43].[CH3:34][N+:33]([CH3:42])([CH2:32][C:29]1[CH:30]=[CH:31][C:26]([NH:25][C:23]([C:19]2[CH2:20][CH2:21][O:22][C:16]3[CH:15]=[CH:14][C:13]([C:10]4[CH:9]=[CH:8][C:7]([N:1]5[CH2:2][CH2:3][CH2:4][CH2:5][CH2:6]5)=[CH:12][CH:11]=4)=[CH:41][C:17]=3[CH:18]=2)=[O:24])=[CH:27][CH:28]=1)[CH:35]1[CH2:36][CH2:37][O:38][CH2:39][CH2:40]1 |f:3.4|. Procedure details: A solution of 7-(4-piperidinophenyl)-N-(4-((N-tetrahydropyran-4-yl-N-methylamino)methyl)phenyl)-2,3-dihydro-1-benzoxepine-4-carboxamide (0.2 g) and methyl iodide (0.025 ml) in dimethylformamide (5 ml) was stirred at room temperature over night. The solvent was evaporated, and to the residue was added ethyl acetate. Precipitated crude crystal was filtered, which were recrystallized from ethanol-ethyl acetate to give dimethyl(N-(7-(4-piperidinophenyl)-2,3-dihydro-1-benzoxepin-4-carbonyl)-4-aminobe... Reactants: CCC(C)CNNC(=O)C(CC(C)C)C(CC=Cc1ccccc1)C(=O)NOCc1ccccc1, O=C(O)Cn1ccnn1. The product is CCC(C)CN(NC(=O)C(CC(C)C)C(CC=Cc1ccccc1)C(=O)NOCc1ccccc1)C(=O)Cn1ccnn1. As a reaction SMILES: [CH2:1]([c:2]1[cH:3][cH:4][cH:5][cH:6][cH:7]1)[O:8][NH:9][C:10](=[O:11])[CH:12]([CH2:13][CH:14]=[CH:15][c:16]1[cH:17][cH:18][cH:19][cH:20][cH:21]1)[CH:22]([C:23](=[O:24])[NH:25][NH:26][CH2:27][CH:28]([CH2:29][CH3:30])[CH3:31])[CH2:32][CH:33]([CH3:34])[CH3:35].[n:36]1([CH2:41][C:42](=[O:43])[OH:44])[n:37][n:38][cH:39][cH:40]1>>[CH2:1]([c:2]1[cH:3][cH:4][cH:5][cH:6][cH:7]1)[O:8][NH:9][C:10](=[O:11])[CH:12]([CH2:13][CH:14]=[CH:15][c:16]1[cH:17][cH:18][cH:19][cH:20][cH:21]1)[CH:22]([C:23](=[O:24])[NH:25][N:26]([CH2:27][CH:28]([CH2:29][CH3:30])[CH3:31])[C:42]([CH2:41][n:36]1[n:37][n:38][cH:39][cH:40]1)=[O:43])[CH2:32][CH:33]([CH3:34])[CH3:35].